This data is from the Open Reaction Database (ORD), a public repository of structured organic reaction records. The task is: describe an organic reaction: reactants, conditions, products, and yield The reactants are O=C(Cl)c1ccccc1, CS(=O)(=O)c1ccc(Oc2ncnc3c2cnn3C2CCNCC2)cc1, O=C(O)C(F)(F)F, O. Product: CS(=O)(=O)c1ccc(Oc2ncnc3c2cnn3C2CCN(C(=O)c3ccccc3)CC2)cc1. RXN SMILES: [C:34]([c:35]1[cH:36][cH:37][cH:38][cH:39][cH:40]1)(=[O:41])[Cl:42].[CH3:8][S:9](=[O:10])(=[O:11])[c:12]1[cH:13][cH:14][c:15]([O:16][c:17]2[c:18]3[c:19]([n:20][cH:21][n:22]2)[n:23]([CH:26]2[CH2:27][CH2:28][NH:29][CH2:30][CH2:31]2)[n:24][cH:25]3)[cH:32][cH:33]1.[F:1][C:2]([F:3])([F:4])[C:5]([OH:6])=[O:7].[OH2:43]>>[CH3:8][S:9](=[O:10])(=[O:11])[c:12]1[cH:13][cH:14][c:15]([O:16][c:17]2[c:18]3[c:19]([n:20][cH:21][n:22]2)[n:23]([CH:26]2[CH2:27][CH2:28][N:29]([C:34]([c:35]4[cH:36][cH:37][cH:38][cH:39][cH:40]4)=[O:41])[CH2:30][CH2:31]2)[n:24][cH:25]3)[cH:32][cH:33]1. Starting materials: C1COCCO1, O=S(=O)(Cl)c1ccc(F)cc1C(F)(F)F, O. Product: Fc1ccc(S)c(C(F)(F)F)c1. RXN SMILES: [CH2:17]1[O:18][CH2:19][CH2:20][O:21][CH2:22]1.[F:1][c:2]1[cH:3][c:4]([C:12]([F:13])([F:14])[F:15])[c:5]([S:8]([Cl:9])(=[O:10])=[O:11])[cH:6][cH:7]1.[OH2:16]>>[F:1][c:2]1[cH:3][c:4]([C:12]([F:13])([F:14])[F:15])[c:5]([SH:8])[cH:6][cH:7]1. The reactants are C(#N)C1=CC=C(C(=O)OCC)C=C1 (ethyl p-cyanobenzoate), O (water), aqueous solution, [OH-].[Na+] (sodium hydroxide). The solvent is CO (methanol). Conditions: temperature 80 celsius. The product is C(#N)C1=CC=C(C(=O)O)C=C1 (p-cyanobenzoic acid). Yield: 80.1%. As a reaction SMILES: [C:1]([C:3]1[CH:13]=[CH:12][C:6]([C:7]([O:9]CC)=[O:8])=[CH:5][CH:4]=1)#[N:2].O.[OH-].[Na+]>CO>[C:1]([C:3]1[CH:13]=[CH:12][C:6]([C:7]([OH:9])=[O:8])=[CH:5][CH:4]=1)#[N:2] |f:2.3|. Procedure details: A mixture containing ethyl p-cyanobenzoate (87.5 g, 0.5 mol), water (320.8 g), and methanol (320.8 g) was placed in a 1 l-flask. The mixture was heated to 80° C. with stirring by use of a mechanical stirrer. A 20% aqueous solution of sodium hydroxide was added to the mixture so as to adjust the pH of the mixture at 8.0-8.3. Twenty-four hours after the reaction started, liquid chromatographic analysis revealed that the reaction mixture contained 58.9 g of p-cyanobenzoic acid (yield 80.2%). The re... Reactants: O(C1=CC=CC=C1)C1=CC=C(C=O)C=C1 (4-Phenoxybenzaldehyde), C(C)(=O)[O-].[NH4+] (ammonium acetate). Yields the product O(C1=CC=CC=C1)C1=CC=C(CNCC2=CC=C(C=C2)OC2=CC=CC=C2)C=C1 (N,N-Di(4-phenoxybenzyl)amine). RXN SMILES: [O:1]([C:8]1[CH:15]=[CH:14][C:11]([CH:12]=O)=[CH:10][CH:9]=1)[C:2]1[CH:7]=[CH:6][CH:5]=[CH:4][CH:3]=1.[C:16]([O-:19])(=O)[CH3:17].[NH4+:20]>>[O:1]([C:8]1[CH:15]=[CH:14][C:11]([CH2:12][NH:20][CH2:12][C:11]2[CH:10]=[CH:9][C:8]([O:19][C:16]3[CH:17]=[CH:7][CH:2]=[CH:3][CH:4]=3)=[CH:15][CH:14]=2)=[CH:10][CH:9]=1)[C:2]1[CH:7]=[CH:6][CH:5]=[CH:4][CH:3]=1 |f:1.2|. Procedure: 4-Phenoxybenzaldehyde was reacted with ammonium acetate to give the title compound. Reactants: Cl (HCl), BrC=1N=C(N(C1)COCC[Si](C)(C)C)C1=CC=C(C=C1)F (4-Bromo-2-(4-fluorophenyl)-1-(2-trimethylsilanyl-ethoxymethyl)imidazole), O (Water). Run in CCO (EtOH). Yields the product BrC=1N=C(NC1)C1=CC=C(C=C1)F (4-Bromo-2-(4-fluorophenyl)-1-H-imidazole). Reaction SMILES: [Br:1][C:2]1[N:3]=[C:4]([C:15]2[CH:20]=[CH:19][C:18]([F:21])=[CH:17][CH:16]=2)[N:5](COCC[Si](C)(C)C)[CH:6]=1.Cl.O>CCO>[Br:1][C:2]1[N:3]=[C:4]([C:15]2[CH:16]=[CH:17][C:18]([F:21])=[CH:19][CH:20]=2)[NH:5][CH:6]=1. Reported procedure: 4-Bromo-2-(4-fluorophenyl)-1-(2-trimethylsilanyl-ethoxymethyl)imidazole (3.4 g; 9 mmol) is dissolved in EtOH (34 ml) and HCl conc. (37%; 34 ml) and heated to 55 C for 1 h. Water is added to the reaction mixture and the aqueous phase extracted three times with ethyl acetate. The combined organic phases are washed with 2N Na2CO3 and saturated NaCl-solution, dried over Na2SO4, filtered and evaporated to dryness to yiled the title compound as colorless crystals (2.1 g, 92%). Starting materials: NC(=O)N (urea), C(C)NS(=O)(=O)C1=C(C(=CC=C1Cl)N)O (N-ethyl-3-amino-6-chloro-2-hydroxybenzenesulfonamide), ClC1=C(C=CC=C1)N=C=O (2-chlorophenylisocyanate). The product is ClC1=C(C(=C(C=C1)NC(=O)NC1=C(C=CC=C1)Cl)O)S(=O)(=O)NCC (N-[4-chloro-3-(N-ethylaminosulfonyl)-2-hydroxyphenyl]-N′(2-chlorophenyl) urea). Yield: 33.1%. As a reaction SMILES: NC(N)=O.[CH2:5]([NH:7][S:8]([C:11]1[C:16]([Cl:17])=[CH:15][CH:14]=[C:13]([NH2:18])[C:12]=1[OH:19])(=[O:10])=[O:9])[CH3:6].[Cl:20][C:21]1[CH:26]=[CH:25][CH:24]=[CH:23][C:22]=1[N:27]=[C:28]=[O:29]>>[Cl:17][C:16]1[CH:15]=[CH:14][C:13]([NH:18][C:28]([NH:27][C:22]2[CH:23]=[CH:24][CH:25]=[CH:26][C:21]=2[Cl:20])=[O:29])=[C:12]([OH:19])[C:11]=1[S:8]([NH:7][CH2:5][CH3:6])(=[O:9])=[O:10]. Procedure details: Following the general procedure for urea formation outlined in example 15, N-ethyl-3-amino-6-chloro-2-hydroxybenzenesulfonamide (266 mg, 1.06 mmol) and 2-chlorophenylisocyanate (163 mg, 1.06 mmol) were coupled to form the desired urea (142 mg, 33%). LC-MS (m/z) 04.0 (M+). Solvent: CN(C=O)C (dimethylformamide). Reported procedure: 2-(Quinuclidin-4-yl)acetyl chloride may be made by converting (quinuclidin-4-yl)methanol (vide supra) to the mesylate (methanesulfonylchloride/triethylamine in chloroform) which is then treated with sodium cyanide in dimethylformamide to form (quinuclidin-4-yl)acetonitrile. Heating this in ethanol saturated with hydrogen chloride gas produces the corresponding ethyl ester which is hydrolyzed to the acid by treatment with 6N hydrochloric acid. Finally, the acid is converted to the acid chloride a... Starting materials: N12CCC(CC1)(CC2)CC(=O)Cl (2-(Quinuclidin-4-yl)acetyl chloride), N12CCC(CC1)(CC2)CO ((quinuclidin-4-yl)methanol), S(C)(=O)(=O)[O-] (mesylate), [C-]#N.[Na+] (sodium cyanide). As a reaction SMILES: [N:1]12[CH2:8][CH2:7][C:4]([CH2:9][C:10](Cl)=O)([CH2:5][CH2:6]1)[CH2:3][CH2:2]2.[N:13]12CCC(CO)(CC1)CC2.S([O-])(=O)(=O)C.[C-]#N.[Na+]>CN(C)C=O>[N:1]12[CH2:8][CH2:7][C:4]([CH2:9][C:10]#[N:13])([CH2:5][CH2:6]1)[CH2:3][CH2:2]2 |f:3.4|. Yields the product N12CCC(CC1)(CC2)CC#N ((quinuclidin-4-yl)acetonitrile). The reactants are O(C1=CC=CC=C1)C1=CC=C(OC(C(=O)O)(C(F)(F)F)C)C=C1 ((±)-2-(4-phenoxyphenoxy)-3,3,3-trifluoro-2-methylpropionic acid), [N+](=[N-])=C (diazomethane). The solvent is CCOCC (ether). The product is O(C1=CC=CC=C1)C1=CC=C(OC(C(=O)OC)(C(F)(F)F)C)C=C1 ((±)-methyl 2-(4-phenoxyphenoxy)-3,3,3-trifluoro-2-methylpropionate). Reaction SMILES: [O:1]([C:8]1[CH:23]=[CH:22][C:11]([O:12][C:13]([CH3:21])([C:17]([F:20])([F:19])[F:18])[C:14]([OH:16])=[O:15])=[CH:10][CH:9]=1)[C:2]1[CH:7]=[CH:6][CH:5]=[CH:4][CH:3]=1.[N+](=[CH2:26])=[N-]>CCOCC>[O:1]([C:8]1[CH:23]=[CH:22][C:11]([O:12][C:13]([CH3:21])([C:17]([F:18])([F:19])[F:20])[C:14]([O:16][CH3:26])=[O:15])=[CH:10][CH:9]=1)[C:2]1[CH:3]=[CH:4][CH:5]=[CH:6][CH:7]=1. Procedure details: A solution of (±)-2-(4-phenoxyphenoxy)-3,3,3-trifluoro-2-methylpropionic acid (6.4 g.) in ether is treated with an excess of ethereal diazomethane at 0° C. The solution is evaporated and the residue distilled to give (±)-methyl 2-(4-phenoxyphenoxy)-3,3,3-trifluoro-2-methylpropionate (3.3 g.), b.p. 187° C. at 0.1 mm. pressure. The reactants are FC1=NC=CC(=C1N)C (2-Fluoro-4-methylpyridin-3-amine), COC1OC(CC1)OC (2,5-dimethoxytetrahydrofuran). Run in C(C)(=O)O (acetic acid). The product is FC1=NC=CC(=C1N1C=CC=C1)C (2-Fluoro-4-methyl-3-(1H-pyrrol-1-yl)pyridine). Isolated yield 72.0%. Reaction SMILES: [F:1][C:2]1[C:7]([NH2:8])=[C:6]([CH3:9])[CH:5]=[CH:4][N:3]=1.CO[CH:12]1[CH2:16][CH2:15][CH:14](OC)O1>C(O)(=O)C>[F:1][C:2]1[C:7]([N:8]2[CH:12]=[CH:16][CH:15]=[CH:14]2)=[C:6]([CH3:9])[CH:5]=[CH:4][N:3]=1. Procedure details: 2-Fluoro-4-methylpyridin-3-amine (1.0 g, 7.93 mmol) and 2,5-dimethoxytetrahydrofuran (1.08 mL, 1.05 equiv.) were suspended in 3 mL of acetic acid and refluxed for 2 hours. The reaction was cooled down to room temperature. The solvents were removed and the residue was purified by silica gel chromatography (EtOAc/hexanes=1:8, Rf=0.3) to afford 1.0 g (72%) oil. 1H NMR (400 MHz, CDCl3) δ 8.10 (dd, J=0.8, 5.1 Hz, 1H), 7.17 (d, J=5.1 Hz, 1H), 6.74 (td, J=2.1, 0.9 Hz, 2H), 6.40 (t, J=2.1 Hz, 2H), 2.26 ... Reactants: COc1cccc(Nc2c(C(N)=O)cnc3c(C)cc(S(=O)(=O)c4cccc(C(=O)NCCCCCCCC=O)c4)cc23)c1, COc1cccc(Nc2c(C(N)=O)cnc3c(C)cc(S(=O)(=O)c4cccc(C(=O)N5CCC(OCCCCCCO)CC5)c4)cc23)c1. Yields the product COc1cccc(Nc2c(C(N)=O)cnc3c(C)cc(S(=O)(=O)c4cccc(C(=O)N5CCC(OCCCCCC=O)CC5)c4)cc23)c1. RXN SMILES: [CH3:1][O:2][c:3]1[cH:4][c:5]([NH:6][c:7]2[c:8]3[c:9]([c:10]([CH3:11])[cH:12][c:13]([S:14]([c:15]4[cH:16][cH:17][cH:18][c:19]([C:20](=[O:21])[NH:22][CH2:23][CH2:24][CH2:25][CH2:26][CH2:27][CH2:28][CH2:29][CH:30]=[O:31])[cH:32]4)(=[O:33])=[O:34])[cH:35]3)[n:36][cH:37][c:38]2[C:39]([NH2:40])=[O:41])[cH:42][cH:43][cH:44]1.[OH:45][CH2:46][CH2:47][CH2:48][CH2:49][CH2:50][CH2:51][O:52][CH:53]1[CH2:54][CH2:55][N:56]([C:59](=[O:60])[c:61]2[cH:62][c:63]([S:67](=[O:68])(=[O:69])[c:70]3[cH:71][c:72]4[c:73]([NH:84][c:85]5[cH:86][c:87]([O:91][CH3:92])[cH:88][cH:89][cH:90]5)[c:74]([C:81](=[O:82])[NH2:83])[cH:75][n:76][c:77]4[c:78]([CH3:80])[cH:79]3)[cH:64][cH:65][cH:66]2)[CH2:57][CH2:58]1>>[O:45]=[CH:46][CH2:47][CH2:48][CH2:49][CH2:50][CH2:51][O:52][CH:53]1[CH2:54][CH2:55][N:56]([C:59](=[O:60])[c:61]2[cH:62][c:63]([S:67](=[O:68])(=[O:69])[c:70]3[cH:71][c:72]4[c:73]([NH:84][c:85]5[cH:86][c:87]([O:91][CH3:92])[cH:88][cH:89][cH:90]5)[c:74]([C:81](=[O:82])[NH2:83])[cH:75][n:76][c:77]4[c:78]([CH3:80])[cH:79]3)[cH:64][cH:65][cH:66]2)[CH2:57][CH2:58]1.